This data is from the Open Reaction Database (ORD), a public repository of structured organic reaction records. The task is: describe an organic reaction: reactants, conditions, products, and yield The reactants are O=C(OCc1ccccc1)N1CCCC1COC1CCCCO1, CCO. Yields the product C1CCC(OCC2CCCN2)OC1. Reaction SMILES: [CH2:1]([O:2][C:3](=[O:4])[N:11]1[CH:12]([CH2:16][O:17][CH:18]2[O:19][CH2:20][CH2:21][CH2:22][CH2:23]2)[CH2:13][CH2:14][CH2:15]1)[c:5]1[cH:6][cH:7][cH:8][cH:9][cH:10]1.[CH3:24][CH2:25][OH:26]>>[NH:11]1[CH:12]([CH2:16][O:17][CH:18]2[O:19][CH2:20][CH2:21][CH2:22][CH2:23]2)[CH2:13][CH2:14][CH2:15]1. Run in C1CCOC1 (THF), C(Cl)Cl (DCM), CN(C)C=O (DMF). Conditions: time 30 minute. Procedure: A solution of 4-(4,4,5,5-tetramethyl-[1,3,2]dioxaborolan-2-yl)-1H-indazole (400 mg) in dry DMF (4 mL) precooled to 0° C. was added to a suspension of sodium hydride (80 mg) in dry THF (5 mL) at −78° C. under inert atmosphere. After 30 min, iodomethane (112 uL) was added to the mixture at −78° C. The reaction mixture was allowed slowly to warm up to room temperature overnight and then diluted with DCM, washed with brine, dried (MgSO4) and the solvent removed in vacuo. The residue was purified usi... Reaction SMILES: [CH3:1][C:2]1([CH3:18])[C:6]([CH3:8])([CH3:7])[O:5][B:4]([C:9]2[CH:17]=[CH:16][CH:15]=[C:14]3[C:10]=2[CH:11]=[N:12][NH:13]3)[O:3]1.[H-].[Na+].I[CH3:22]>CN(C=O)C.C1COCC1.C(Cl)Cl>[CH3:22][N:13]1[C:14]2[C:10](=[C:9]([B:4]3[O:5][C:6]([CH3:7])([CH3:8])[C:2]([CH3:18])([CH3:1])[O:3]3)[CH:17]=[CH:16][CH:15]=2)[CH:11]=[N:12]1.[CH3:22][N:12]1[CH:11]=[C:10]2[C:14]([CH:15]=[CH:16][CH:17]=[C:9]2[B:4]2[O:5][C:6]([CH3:7])([CH3:8])[C:2]([CH3:18])([CH3:1])[O:3]2)=[N:13]1 |f:1.2|. Starting materials: [H-].[Na+] (sodium hydride), CC1(OB(OC1(C)C)C1=C2C=NNC2=CC=C1)C (4-(4,4,5,5-tetramethyl-[1,3,2]dioxaborolan-2-yl)-1H-indazole), IC (iodomethane). The product is CN1N=CC2=C(C=CC=C12)B1OC(C(O1)(C)C)(C)C (1-methyl-4-(4,4,5,5-tetramethyl-[1,3,2]dioxaborolan-2-yl)-1H-indazole), CN1N=C2C=CC=C(C2=C1)B1OC(C(O1)(C)C)(C)C (2-methyl-4-(4,4,5,5-tetramethyl-[1,3,2]dioxaborolan-2-yl)-2H-indazole).